From a dataset of the Open Reaction Database (ORD), a public repository of structured organic reaction records. describe an organic reaction: reactants, conditions, products, and yield Starting materials: CC(C)(C)C(=O)OCCl, COc1cccc2nc[nH]c(=O)c12, [H-], [Na+], CN(C)C=O. The product is COc1cccc2ncn(COC(=O)C(C)(C)C)c(=O)c12. RXN SMILES: [C:16]([C:17]([CH3:18])([CH3:19])[CH3:20])(=[O:21])[O:22][CH2:23][Cl:24].[CH3:3][O:4][c:5]1[c:6]2[c:7](=[O:15])[nH:8][cH:9][n:10][c:11]2[cH:12][cH:13][cH:14]1.[H-:1].[Na+:2].[O:25]=[CH:26][N:27]([CH3:28])[CH3:29]>>[CH3:3][O:4][c:5]1[c:6]2[c:7](=[O:15])[n:8]([CH2:23][O:22][C:16]([C:17]([CH3:18])([CH3:19])[CH3:20])=[O:21])[cH:9][n:10][c:11]2[cH:12][cH:13][cH:14]1.